From a dataset of the Open Reaction Database (ORD), a public repository of structured organic reaction records. describe an organic reaction: reactants, conditions, products, and yield Starting materials: C1CCNCC1, CC(C)O, Cc1c(C(=O)CCl)c(C)n(C)c1C(=O)c1ccc(Cl)cc1Cl. The product is Cc1c(C(=O)CN2CCCCC2)c(C)n(C)c1C(=O)c1ccc(Cl)cc1Cl. As a reaction SMILES: [CH2:23]1[CH2:24][CH2:25][NH:26][CH2:27][CH2:28]1.[CH3:29][CH:30]([OH:31])[CH3:32].[Cl:1][CH2:2][C:3](=[O:4])[c:5]1[c:6]([CH3:22])[n:7]([CH3:21])[c:8]([C:11]([c:12]2[c:13]([Cl:19])[cH:14][c:15]([Cl:18])[cH:16][cH:17]2)=[O:20])[c:9]1[CH3:10]>>[CH2:2]([C:3](=[O:4])[c:5]1[c:6]([CH3:22])[n:7]([CH3:21])[c:8]([C:11]([c:12]2[c:13]([Cl:19])[cH:14][c:15]([Cl:18])[cH:16][cH:17]2)=[O:20])[c:9]1[CH3:10])[N:26]1[CH2:25][CH2:24][CH2:23][CH2:28][CH2:27]1. The reactants are CC#Cc1cn(C2CC(O)C(CO)O2)c(=O)[nH]c1=O, O=P([O-])([O-])[O-]. Yields the product CC#Cc1c[nH]c(=O)[nH]c1=O. As a reaction SMILES: [C:1](#[C:2][CH3:3])[c:4]1[c:5](=[O:19])[nH:6][c:7](=[O:18])[n:8]([CH:9]2[O:10][CH:11]([CH2:12][OH:13])[CH:14]([OH:15])[CH2:16]2)[cH:17]1.[O-:20][P:21](=[O:22])([O-:23])[O-:24]>>[C:1](#[C:2][CH3:3])[c:4]1[c:5](=[O:19])[nH:6][c:7](=[O:18])[nH:8][cH:17]1. The reactants are CC(C)C[Al+]CC(C)C, Cc1ccccc1, [Cl-], CCOC(=O)CCCCOc1c(Cl)cc(OCC=C(Cl)Cl)cc1Cl, Cl, [H-], [NH4+]. Yields the product O=CCCCCOc1c(Cl)cc(OCC=C(Cl)Cl)cc1Cl. As a reaction SMILES: [CH2:26]([Al+:27][CH2:28][CH:29]([CH3:30])[CH3:31])[CH:32]([CH3:33])[CH3:34].[CH3:38][c:39]1[cH:40][cH:41][cH:42][cH:43][cH:44]1.[Cl-:35].[Cl:1][c:2]1[c:3]([O:4][CH2:5][CH2:6][CH2:7][CH2:8][C:9](=[O:10])[O:11][CH2:12][CH3:13])[c:14]([Cl:24])[cH:15][c:16]([O:18][CH2:19][CH:20]=[C:21]([Cl:22])[Cl:23])[cH:17]1.[ClH:37].[H-:25].[NH4+:36]>>[Cl:1][c:2]1[c:3]([O:4][CH2:5][CH2:6][CH2:7][CH2:8][CH:9]=[O:10])[c:14]([Cl:24])[cH:15][c:16]([O:18][CH2:19][CH:20]=[C:21]([Cl:22])[Cl:23])[cH:17]1. Reactants: CC(=O)OCc1c(B2OC(C)(C)C(C)(C)O2)cccc1-n1ncc2cc(C(C)(C)C)cc(F)c2c1=O, CN1CC2CCC(C1)N2c1ccc(Nc2cc(Cl)nn(C)c2=O)nc1, [K+], [K+], [K+], C1COCCO1, O, O=P([O-])([O-])[O-]. The product is CC(=O)OCc1c(-c2cc(Nc3ccc(N4C5CCC4CN(C)C5)cn3)c(=O)n(C)n2)cccc1-n1ncc2cc(C(C)(C)C)cc(F)c2c1=O. Reaction SMILES: [C:26]([CH3:27])(=[O:28])[O:29][CH2:30][c:31]1[c:32](-[n:46]2[c:47](=[O:61])[c:48]3[c:49]([F:60])[cH:50][c:51]([C:56]([CH3:57])([CH3:58])[CH3:59])[cH:52][c:53]3[cH:54][n:55]2)[cH:33][cH:34][cH:35][c:36]1[B:37]1[O:38][C:39]([CH3:40])([CH3:41])[C:42]([CH3:43])([CH3:44])[O:45]1.[Cl:1][c:2]1[cH:3][c:4]([NH:10][c:11]2[n:12][cH:13][c:14]([N:17]3[CH:18]4[CH2:19][N:20]([CH3:25])[CH2:21][CH:22]3[CH2:23][CH2:24]4)[cH:15][cH:16]2)[c:5](=[O:9])[n:6]([CH3:8])[n:7]1.[K+:67].[K+:68].[K+:69].[O:71]1[CH2:72][CH2:73][O:74][CH2:75][CH2:76]1.[OH2:70].[P:62]([O-:63])([O-:64])([O-:65])=[O:66]>>[c:2]1(-[c:36]2[c:31]([CH2:30][O:29][C:26]([CH3:27])=[O:28])[c:32](-[n:46]3[c:47](=[O:61])[c:48]4[c:49]([F:60])[cH:50][c:51]([C:56]([CH3:57])([CH3:58])[CH3:59])[cH:52][c:53]4[cH:54][n:55]3)[cH:33][cH:34][cH:35]2)[cH:3][c:4]([NH:10][c:11]2[n:12][cH:13][c:14]([N:17]3[CH:18]4[CH2:19][N:20]([CH3:25])[CH2:21][CH:22]3[CH2:23][CH2:24]4)[cH:15][cH:16]2)[c:5](=[O:9])[n:6]([CH3:8])[n:7]1. Reactants: N1=CC=CC2=CC=CC=C12 (Quinoline), C(C#CCCCCCCC)O (2-decyn-1-ol). Reagents/catalysts: [Pd].CC(=O)[O-].CC(=O)[O-].[Pb+2] (Lindlar catalyst), [Pd] (Pd). The solvent is petroleum ether. Yields the product C(\C=C/CCCCCCC)O (cis-2-Decen-1-ol). Isolated yield 87.0%. RXN SMILES: [CH2:1]([OH:11])[C:2]#[C:3][CH2:4][CH2:5][CH2:6][CH2:7][CH2:8][CH2:9][CH3:10].N1C2C(=CC=CC=2)C=CC=1>[Pd].CC([O-])=O.CC([O-])=O.[Pb+2].[Pd]>[CH2:1]([OH:11])/[CH:2]=[CH:3]\[CH2:4][CH2:5][CH2:6][CH2:7][CH2:8][CH2:9][CH3:10] |f:2.3.4.5|. Procedure: To a solution of 10.0 g of 2-decyn-1-ol in 150 ml petroleum ether was added 500 mg of Pd on CaCO3 poisoned with lead (Lindlar catalyst). Quinoline (2.0 ml) was then added to this mixture and the flask was evacuated (house vacuum, ca. 50 mm Hg) and flushed with H2 three times and left under a H2 atmosphere. The mixture was stirred vigorously until uptake of H2 was no longer evident and TLC (SiO2 /20% ether:pet. ether) showed no starting material. The catalyst was removed by filtration through a 4...